This data is from the Open Reaction Database (ORD), a public repository of structured organic reaction records. The task is: describe an organic reaction: reactants, conditions, products, and yield Starting materials: N1N=NN=C1C=1C=CC=2C(C3=CC=CC=C3S(C2C1)(=O)=O)=O (3-(5-tetrazolyl)thioxanthone-10,10-dioxide), [Na] (Sodium), Cl.CN(CCCCl)C (3-Dimethylaminopropyl chloride hydrochloride). Run in C(C)O (ethanol). Product: CN(CCCN1N=C(N=N1)C=1C=CC=2C(C3=CC=CC=C3S(C2C1)(=O)=O)=O)C (3(2-(3-Dimethylaminopropyl)-5-tetrazolyl) thioxanthone-10,10-dioxide). Reaction SMILES: [Na].[NH:2]1[C:6]([C:7]2[CH:8]=[CH:9][C:10]3[C:11](=[O:23])[C:12]4[C:17]([S:18](=[O:22])(=[O:21])[C:19]=3[CH:20]=2)=[CH:16][CH:15]=[CH:14][CH:13]=4)=[N:5][N:4]=[N:3]1.Cl.[CH3:25][N:26]([CH3:31])[CH2:27][CH2:28][CH2:29]Cl>C(O)C>[CH3:25][N:26]([CH3:31])[CH2:27][CH2:28][CH2:29][N:4]1[N:3]=[N:2][C:6]([C:7]2[CH:8]=[CH:9][C:10]3[C:11](=[O:23])[C:12]4[C:17]([S:18](=[O:21])(=[O:22])[C:19]=3[CH:20]=2)=[CH:16][CH:15]=[CH:14][CH:13]=4)=[N:5]1 |f:2.3,^1:0|. Procedure: Sodium (0.69 g) was dissolved in ethanol (45 ml) and 3-(5-tetrazolyl)thioxanthone-10,10-dioxide (4.68 g) was added. 3-Dimethylaminopropyl chloride hydrochloride (2.37 g) was added to the mixture, which was then stirred and boiled under reflux for 2.5 hr. On cooling some solid separated, which was filtered off and discarded. Overnight yellow crystals of 3-(2-(3-dimethylaminopropyl)-5-tetrazolyl)thioxanthone-10,10-dioxide separated and were filtered off and recrystallised from ethanol, m.p. 141°-1... The reactants are C[Si](C)(C)[N-][Si](C)(C)C, CC(=O)O, Cc1ccccc1, [Li+], O=C1CCOCC1, O, COC(C(=O)n1ccnc1)c1ccccc1. The product is COC(C(=O)C1COCCC1=O)c1ccccc1. Reaction SMILES: [CH3:1][Si:2]([N-:3][Si:4]([CH3:5])([CH3:6])[CH3:7])([CH3:8])[CH3:9].[CH3:34][C:35](=[O:36])[OH:37].[CH3:38][c:39]1[cH:40][cH:41][cH:42][cH:43][cH:44]1.[Li+:10].[O:11]1[CH2:12][CH2:13][C:14](=[O:17])[CH2:15][CH2:16]1.[OH2:45].[n:18]1([C:23]([CH:24]([c:25]2[cH:26][cH:27][cH:28][cH:29][cH:30]2)[O:31][CH3:32])=[O:33])[cH:19][cH:20][n:21][cH:22]1>>[O:11]1[CH2:12][CH:13]([C:23]([CH:24]([c:25]2[cH:26][cH:27][cH:28][cH:29][cH:30]2)[O:31][CH3:32])=[O:33])[C:14](=[O:17])[CH2:15][CH2:16]1. The reactants are CCS(=O)c1ncc(C(=O)NCCC2C3CCC2CC3)s1, OCC1CO1, [H-], [Na+], C1CCOC1. The product is O=C(NCCC1C2CCC1CC2)c1cnc(OCC2CO2)s1. As a reaction SMILES: [CH2:8]([S:9](=[O:10])[c:12]1[s:13][c:14]([C:17](=[O:18])[NH:19][CH2:20][CH2:21][CH:22]2[CH:23]3[CH2:24][CH2:25][CH:26]2[CH2:27][CH2:28]3)[cH:15][n:16]1)[CH3:11].[CH:3]1([CH2:4][OH:5])[CH2:6][O:7]1.[H-:1].[Na+:2].[O:29]1[CH2:30][CH2:31][CH2:32][CH2:33]1>>[CH:3]1([CH2:4][O:5][c:12]2[s:13][c:14]([C:17](=[O:18])[NH:19][CH2:20][CH2:21][CH:22]3[CH:23]4[CH2:24][CH2:25][CH:26]3[CH2:27][CH2:28]4)[cH:15][n:16]2)[CH2:6][O:7]1. Starting materials: FC1=C(C=CC(=C1)F)S.[K] (potassium 2,4-difluorothiophenol), C(C)(=O)NC=1SC(=CN1)Cl (2-acetamido-5-chlorothiazole), C([O-])([O-])=O.[K+].[K+] (potassium carbonate). The solvent is CN(C=O)C (N,N-dimethylformamide). Run at temperature 130 celsius, time 7 hour. The product is C(C)(=O)NC=1SC(=CN1)SC1=C(C=C(C=C1)F)F (2-acetamido-5-(2,4-difluorophenylthio)thiazole). Isolated yield 38.5%. RXN SMILES: [F:1][C:2]1[CH:7]=[C:6]([F:8])[CH:5]=[CH:4][C:3]=1[SH:9].[K].[C:11]([NH:14][C:15]1[S:16][C:17](Cl)=[CH:18][N:19]=1)(=[O:13])[CH3:12].C(=O)([O-])[O-].[K+].[K+]>CN(C)C=O>[C:11]([NH:14][C:15]1[S:16][C:17]([S:9][C:3]2[CH:4]=[CH:5][C:6]([F:8])=[CH:7][C:2]=2[F:1])=[CH:18][N:19]=1)(=[O:13])[CH3:12] |f:0.1,3.4.5,^1:9|. Procedure details: A mixture of salt of potassium 2,4-difluorothiophenol (20 g), 2-acetamido-5-chlorothiazole (21 g) and potassium carbonate anhydrous (29.8 g) in N,N-dimethylformamide (400 ml) was stirred at 130° C. for 7 hours. The reaction mixture was concentrated under reduced pressure. The residue was triturated with water and the precipitates were collected by filtration, washed with water and dried in vacuo to give solid. The solid was subjected to column chromatography on silica gel (silica gel, 70-230 mes... The reactants are CCOCC, [Li]CCCC, CC(=O)C1CC1, CN([SiH](C)C)[Si](C)(C)C, COC(=O)C(F)F. Yields the product O=C(C=C(O)C(F)F)C1CC1. As a reaction SMILES: [CH2:28]([O:29][CH2:30][CH3:31])[CH3:32].[CH3:10][CH2:11][CH2:12][CH2:13][Li:14].[CH3:15][C:16](=[O:17])[CH:18]1[CH2:19][CH2:20]1.[CH3:1][SiH:2]([CH3:3])[N:4]([CH3:5])[Si:6]([CH3:7])([CH3:8])[CH3:9].[F:21][CH:22]([C:23](=[O:24])[O:25][CH3:26])[F:27]>>[CH:15]([C:16](=[O:17])[CH:18]1[CH2:19][CH2:20]1)=[C:23]([CH:22]([F:21])[F:27])[OH:24]. Reactants: BrC1=C(C=C(C(=C1)OC)OC)Br (1.2-dibromo-4.5-dimethoxy-benzene), [Cu](C#N)C#N (copper cyanide), CN(C=O)C (dimethylformamide), N (ammonia). The product is C(#N)C1=C(C=C(C(=C1)OC)OC)C#N (1.2-dicyano-4.5 dimethoxybenzene). Isolated yield 58.0%. Reaction SMILES: Br[C:2]1[CH:7]=[C:6]([O:8][CH3:9])[C:5]([O:10][CH3:11])=[CH:4][C:3]=1Br.[Cu](C#N)[C:14]#[N:15].N.[CH3:19][N:20](C)C=O>>[C:14]([C:2]1[CH:7]=[C:6]([O:8][CH3:9])[C:5]([O:10][CH3:11])=[CH:4][C:3]=1[C:19]#[N:20])#[N:15]. Procedure: A mixture of 106 g (0.36 mols) of 1.2-dibromo-4.5-dimethoxy-benzene, 98 g (1.06 mols) of copper cyanide and 300 ml of dimethylformamide is brought to reflux for five hours, then the mixture is cooled and is poured into 500 ml of 30% ammonia. The residue is again mixed for 10 minutes, then is filtered and washed with water and dried. The product is extracted by ether for 24 hours by using a Soxhlet device and the solvent is evaporated. Thus, 40 g of 1.2-dicyano-4.5 dimethoxybenzene is obtained in... Reactants: CC(C)(C)NC(=O)C1CC2CCCCC2CN1, CN(C)C=O, O=C1c2ccccc2C(=O)N1C(Cc1ccccc1)C1CO1. Yields the product CC(C)(C)NC(=O)C1CC2CCCCC2CN1CC(O)C(Cc1ccccc1)N1C(=O)c2ccccc2C1=O. Reaction SMILES: [C:23]([CH3:24])([CH3:25])([CH3:26])[NH:27][C:28](=[O:29])[CH:30]1[NH:31][CH2:32][CH:33]2[CH2:34][CH2:35][CH2:36][CH2:37][CH:38]2[CH2:39]1.[CH3:40][N:41]([CH3:42])[CH:43]=[O:44].[c:1]1([CH2:7][CH:8]([N:9]2[C:10](=[O:19])[c:11]3[c:12]([cH:15][cH:16][cH:17][cH:18]3)[C:13]2=[O:14])[CH:20]2[O:21][CH2:22]2)[cH:2][cH:3][cH:4][cH:5][cH:6]1>>[c:1]1([CH2:7][CH:8]([N:9]2[C:10](=[O:19])[c:11]3[c:12]([cH:15][cH:16][cH:17][cH:18]3)[C:13]2=[O:14])[CH:20]([OH:21])[CH2:22][N:31]2[CH:30]([C:28]([NH:27][C:23]([CH3:24])([CH3:25])[CH3:26])=[O:29])[CH2:39][CH:38]3[CH:33]([CH2:32]2)[CH2:34][CH2:35][CH2:36][CH2:37]3)[cH:2][cH:3][cH:4][cH:5][cH:6]1. Starting materials: OCCCBr, O=C([O-])[O-], CN(C)C=O, Cc1csc(Cc2c(OC3OC(CO)C(O)C(O)C3O)n[nH]c2C)c1, [Cs+], [Cs+], O. Yields the product Cc1csc(Cc2c(OC3OC(CO)C(O)C(O)C3O)nn(CCCO)c2C)c1. As a reaction SMILES: [Br:32][CH2:33][CH2:34][CH2:35][OH:36].[C:26](=[O:27])([O-:28])[O-:29].[CH3:38][N:39]([CH3:40])[CH:41]=[O:42].[CH:1]1([O:12][c:13]2[n:14][nH:15][c:16]([CH3:25])[c:17]2[CH2:18][c:19]2[s:20][cH:21][c:22]([CH3:24])[cH:23]2)[CH:2]([OH:3])[CH:4]([OH:5])[CH:6]([OH:7])[CH:8]([CH2:10][OH:11])[O:9]1.[Cs+:30].[Cs+:31].[OH2:37]>>[CH:1]1([O:12][c:13]2[n:14][n:15]([CH2:33][CH2:34][CH2:35][OH:36])[c:16]([CH3:25])[c:17]2[CH2:18][c:19]2[s:20][cH:21][c:22]([CH3:24])[cH:23]2)[CH:2]([OH:3])[CH:4]([OH:5])[CH:6]([OH:7])[CH:8]([CH2:10][OH:11])[O:9]1. Starting materials: CCOC(=O)N1C(=O)c2ccccc2C1=O, CC#N, Cl, COC(=O)CC(N)c1ccc(OC)c(OC)c1, [Na+], [Na+], O=C([O-])[O-], O. The product is COC(=O)CC(c1ccc(OC)c(OC)c1)N1C(=O)c2ccccc2C1=O. Reaction SMILES: [C:25]([N:26]1[C:31](=[O:40])[c:32]2[c:33]([cH:36][cH:37][cH:38][cH:39]2)[C:34]1=[O:35])([O:27][CH2:28][CH3:29])=[O:30].[C:42](#[N:43])[CH3:44].[ClH:1].[NH2:2][CH:3]([CH2:4][C:5](=[O:6])[O:7][CH3:8])[c:9]1[cH:10][c:11]([O:17][CH3:18])[c:12]([O:15][CH3:16])[cH:13][cH:14]1.[Na+:19].[Na+:20].[O-:21][C:22](=[O:23])[O-:24].[OH2:41]>>[N:2]1([CH:3]([CH2:4][C:5](=[O:6])[O:7][CH3:8])[c:9]2[cH:10][c:11]([O:17][CH3:18])[c:12]([O:15][CH3:16])[cH:13][cH:14]2)[C:31](=[O:40])[c:32]2[c:33]([cH:36][cH:37][cH:38][cH:39]2)[C:34]1=[O:35].